This data is from the Open Reaction Database (ORD), a public repository of structured organic reaction records. The task is: describe an organic reaction: reactants, conditions, products, and yield Yields the product N#Cc1c(-c2ccc(N)cc2)n(C2CCC2)c2cc(N3CCOCC3)ccc12. Reaction SMILES: [CH2:57]1[O:58][CH2:59][CH2:60][CH2:61]1.[CH3:36][CH:37]([N-:38][CH:39]([CH3:40])[CH3:41])[CH3:42].[CH:1]1([n:5]2[cH:6][c:7]([C:20]#[N:21])[c:8]3[cH:9][cH:10][c:11]([N:14]4[CH2:15][CH2:16][O:17][CH2:18][CH2:19]4)[cH:12][c:13]23)[CH2:2][CH2:3][CH2:4]1.[CH:22]([O:23][B:24]([O:25][CH:26]([CH3:27])[CH3:28])[O:29][CH:30]([CH3:31])[CH3:32])([CH3:33])[CH3:34].[I:43][c:44]1[cH:45][cH:46][c:47]([NH2:48])[cH:49][cH:50]1.[K+:51].[K+:52].[Li+:35].[O-:53][C:54]([O-:55])=[O:56].[O:65]=[CH:66][N:67]([CH3:68])[CH3:69].[Pd:62]([Cl:63])[Cl:64]>>[CH:1]1([n:5]2[c:6](-[c:44]3[cH:45][cH:46][c:47]([NH2:48])[cH:49][cH:50]3)[c:7]([C:20]#[N:21])[c:8]3[cH:9][cH:10][c:11]([N:14]4[CH2:15][CH2:16][O:17][CH2:18][CH2:19]4)[cH:12][c:13]23)[CH2:2][CH2:3][CH2:4]1. The reactants are C1CCOC1, CC(C)[N-]C(C)C, N#Cc1cn(C2CCC2)c2cc(N3CCOCC3)ccc12, CC(C)OB(OC(C)C)OC(C)C, Nc1ccc(I)cc1, [K+], [K+], [Li+], O=C([O-])[O-], CN(C)C=O, Cl[Pd]Cl. The reactants are CC1CN(Cc2ccc(CC(=O)N3CCC(Nc4cccc(F)c4)CC3)cc2Cl)CCN1C(=O)OC(C)(C)C, ClCCl, O=C(O)C(F)(F)F. Product: CC1CN(Cc2ccc(CC(=O)N3CCC(Nc4cccc(F)c4)CC3)cc2Cl)CCN1. Reaction SMILES: [Cl:1][c:2]1[c:3]([CH2:25][N:26]2[CH2:27][CH:28]([CH3:39])[N:29]([C:32]([O:33][C:34]([CH3:35])([CH3:36])[CH3:37])=[O:38])[CH2:30][CH2:31]2)[cH:4][cH:5][c:6]([CH2:8][C:9](=[O:10])[N:11]2[CH2:12][CH2:13][CH:14]([NH:17][c:18]3[cH:19][c:20]([F:24])[cH:21][cH:22][cH:23]3)[CH2:15][CH2:16]2)[cH:7]1.[Cl:47][CH2:48][Cl:49].[F:40][C:41]([F:42])([F:43])[C:44]([OH:45])=[O:46]>>[Cl:1][c:2]1[c:3]([CH2:25][N:26]2[CH2:27][CH:28]([CH3:39])[NH:29][CH2:30][CH2:31]2)[cH:4][cH:5][c:6]([CH2:8][C:9](=[O:10])[N:11]2[CH2:12][CH2:13][CH:14]([NH:17][c:18]3[cH:19][c:20]([F:24])[cH:21][cH:22][cH:23]3)[CH2:15][CH2:16]2)[cH:7]1. Product: CC(Cl)c1cccc2ncccc12. Starting materials: ClC(Cl)Cl, O=S(Cl)Cl, CC(O)c1cccc2ncccc12. Reaction SMILES: [CH:18]([Cl:19])([Cl:20])[Cl:21].[S:14]([Cl:15])([Cl:16])=[O:17].[n:1]1[cH:2][cH:3][cH:4][c:5]2[c:6]([CH:11]([CH3:12])[OH:13])[cH:7][cH:8][cH:9][c:10]12>>[n:1]1[cH:2][cH:3][cH:4][c:5]2[c:6]([CH:11]([CH3:12])[Cl:16])[cH:7][cH:8][cH:9][c:10]12. Reactants: C(C)N(C(=O)C1=C(C=CC=C1)C1(N(C(C2=CC=CC=C12)=O)CCN(CC)CC)O)CC (3-(N,N-diethylcarbamoylphenyl)-2-(2-diethylaminoethyl)-3-hydroxy-isoindolin-1-one), C(C)(=O)O (acetic acid). The reagents and catalysts are [Zn] (zinc). Product: C(C)N(CCN1C(C2=CC=CC=C2C1C1=C(C(=O)O)C=CC=C1)=O)CC (2-[2-(2-diethylaminoethyl)isoindolin-1-on-3-yl]benzoic acid). RXN SMILES: C(N(CC)[C:4]([C:6]1[CH:11]=[CH:10][CH:9]=[CH:8][C:7]=1[C:12]1(O)[C:20]2[C:15](=[CH:16][CH:17]=[CH:18][CH:19]=2)[C:14](=[O:21])[N:13]1[CH2:22][CH2:23][N:24]([CH2:27][CH3:28])[CH2:25][CH3:26])=[O:5])C.C(O)(=[O:34])C>[Zn]>[CH2:27]([N:24]([CH2:25][CH3:26])[CH2:23][CH2:22][N:13]1[CH:12]([C:7]2[CH:8]=[CH:9][CH:10]=[CH:11][C:6]=2[C:4]([OH:5])=[O:34])[C:20]2[C:15](=[CH:16][CH:17]=[CH:18][CH:19]=2)[C:14]1=[O:21])[CH3:28]. Reported procedure: To a solution of 2.18 g of Compound 29 in 25 ml of acetic acid was added 5 g of zinc powders activated by washing with 2N-hydrochloride. After heating at reflux for 3.5 hours, the mixture was filtered and concentrated under reduced pressure. To the residue was added 20 ml of water, and pH was adjusted to 7 with 10N-sodium chloride solution. Then, filtration was performed and the mother liquor was concentrated under reduced pressure. The residue was subjected to HP-10 high porous polymer column-c... Product: COC(=O)C1=C(OS(=O)(=O)c2ccc([N+](=O)[O-])cc2)C(=O)OC1C. The reactants are CN1CCOCC1, Cc1ccccc1, O=[N+]([O-])c1ccc(S(=O)(=O)Cl)cc1, O, COC(=O)C1=C(O)C(=O)OC1C. RXN SMILES: [CH3:26][N:27]1[CH2:28][CH2:29][O:30][CH2:31][CH2:32]1.[CH3:34][c:35]1[cH:36][cH:37][cH:38][cH:39][cH:40]1.[N+:13](=[O:14])([O-:15])[c:16]1[cH:17][cH:18][c:19]([S:22](=[O:23])(=[O:24])[Cl:25])[cH:20][cH:21]1.[OH2:33].[OH:1][C:2]1=[C:7]([C:8](=[O:9])[O:10][CH3:11])[CH:6]([CH3:12])[O:5][C:3]1=[O:4]>>[O:1]([C:2]1=[C:7]([C:8](=[O:9])[O:10][CH3:11])[CH:6]([CH3:12])[O:5][C:3]1=[O:4])[S:22]([c:19]1[cH:18][cH:17][c:16]([N+:13](=[O:14])[O-:15])[cH:21][cH:20]1)(=[O:23])=[O:24]. The reactants are C(C)I (ethyl iodide), [Li]CCCC (n-BuLi), CCCCCC (hexane), ClC1=C(C=CC=C1)OC (2-chloroanisole), [Li]CCCC (n-BuLi), CCCCCC (hexane), CC1(NC(CCC1)(C)C)C (2,2,6,6-tetramethyl piperidine), C[Si](N1C(CCCCC1)=O)(C)C (1-trimethylsilanyl-azepan-2-one). The solvent is C1CCOC1 (THF), C1CCOC1 (THF). Run at time 10 minute. Product: C(C)C1(C(NCCCC1)=O)C1=CC(=CC=C1)OC (3-ethyl-3-(3-methoxy-phenyl)-azepan-2-one). RXN SMILES: [Li][CH2:2][CH2:3][CH2:4][CH3:5].CCCCCC.CC1(C)CCCC(C)(C)N1.C[Si](C)(C)[N:24]1[CH2:30][CH2:29][CH2:28][CH2:27]C[C:25]1=[O:31].Cl[C:35]1[CH:40]=[CH:39]C=[CH:37][C:36]=1[O:41][CH3:42].C(I)C>C1COCC1>[CH2:4]([C:3]1([C:2]2[CH:39]=[CH:40][CH:35]=[C:36]([O:41][CH3:42])[CH:37]=2)[CH2:27][CH2:28][CH2:29][CH2:30][NH:24][C:25]1=[O:31])[CH3:5]. Procedure: To 1.6 M n-BuLi in hexane (31.3 mL, 50 mmol) at 0° C. was added a solution of 2,2,6,6-tetramethyl piperidine (8.43 mL, 50 mmol) in anhydrous THF (100 mL) over 5 min. 1-Trimethylsilanyl-azepan-2-one (as described in Step F above) (9.26 g, 50 mmol) in anhydrous THF (20 mL) was added. After stirring the reaction mixture for 10 min, a further portion of 1.6M n-BuLi in hexane (31.3 mL, 50 mmol) was added, the mixture stirred for 10 min, and 2-chloroanisole (6.34 mL, 50 mmol) was added. After stirring... Starting materials: C1(CCC1)COC1=C2C=C(NC2=CC=C1)C(=O)O (4-cyclobutylmethoxy-1H-indole-2-carboxylic acid), Cl.Cl.Cl.NC1CCN(CC1)CCN1C[C@@H]([C@H](CC1)O)C ((3S,4S)-1-[2-(4-Amino-piperidin-1-yl)-ethyl]-3-methyl-piperidin-4-ol trihydrochloride). Product: O[C@@H]1[C@H](CN(CC1)CCN1CCC(CC1)NC(=O)C=1NC2=CC=CC(=C2C1)OCC1CCC1)C (4-Cyclobutylmethoxy-1H-indole-2-carboxylic acid {1-[2-((3S,4S)-4-hydroxy-3-methyl-piperidin-1-yl)-ethyl]-piperidin-4-yl}-amide). As a reaction SMILES: [CH:1]1([CH2:5][O:6][C:7]2[CH:15]=[CH:14][CH:13]=[C:12]3[C:8]=2[CH:9]=[C:10]([C:16]([OH:18])=O)[NH:11]3)[CH2:4][CH2:3][CH2:2]1.Cl.Cl.Cl.[NH2:22][CH:23]1[CH2:28][CH2:27][N:26]([CH2:29][CH2:30][N:31]2[CH2:36][CH2:35][C@H:34]([OH:37])[C@@H:33]([CH3:38])[CH2:32]2)[CH2:25][CH2:24]1>>[OH:37][C@H:34]1[CH2:35][CH2:36][N:31]([CH2:30][CH2:29][N:26]2[CH2:25][CH2:24][CH:23]([NH:22][C:16]([C:10]3[NH:11][C:12]4[C:8]([CH:9]=3)=[C:7]([O:6][CH2:5][CH:1]3[CH2:2][CH2:3][CH2:4]3)[CH:15]=[CH:14][CH:13]=4)=[O:18])[CH2:28][CH2:27]2)[CH2:32][C@@H:33]1[CH3:38] |f:1.2.3.4|. Reported procedure: This compound is synthesized analogously to example 1 from 4-cyclobutylmethoxy-1H-indole-2-carboxylic acid, 82 (see example 22) and amine 14.